From a dataset of the Open Reaction Database (ORD), a public repository of structured organic reaction records. describe an organic reaction: reactants, conditions, products, and yield Reactants: ClC1=C(C2=C(OCO2)C(=C1)C#CCOC)NC1=NC=NC2=CC(=C(C=C12)OC)OCCCCl (N-[5-chloro-7-(3-methoxyprop-1-yn-1-yl)-1,3-benzodioxol-4-yl]-7-(3-chloropropoxy)-6-methoxyquinazolin-4-amine), N1C(CNCC1)=O (piperazine-2-one). Reported procedure: N-[5-chloro-7-(3-methoxyprop-1-yn-1-yl)-1,3-benzodioxol-4-yl]-7-(3-chloropropoxy)-6-methoxyquinazolin-4-amine (0.200 g) was dissolved in 2-methoxyethanol (6 ml) and piperazine-2-one (0.821 g) was then added and the mixture heated to 110° C. for 3 hours. The reaction mixture was cooled to room temperature, diluted with dichloromethane, washed with water and brine, dried over magnesium sulfate and then evaporated. The residue was purified by column chromatography on silica using increasingly polar... RXN SMILES: [Cl:1][C:2]1[CH:10]=[C:9]([C:11]#[C:12][CH2:13][O:14][CH3:15])[C:5]2[O:6][CH2:7][O:8][C:4]=2[C:3]=1[NH:16][C:17]1[C:26]2[C:21](=[CH:22][C:23]([O:29][CH2:30][CH2:31][CH2:32]Cl)=[C:24]([O:27][CH3:28])[CH:25]=2)[N:20]=[CH:19][N:18]=1.[NH:34]1[CH2:39][CH2:38][NH:37][CH2:36][C:35]1=[O:40]>COCCO.ClCCl>[Cl:1][C:2]1[CH:10]=[C:9]([C:11]#[C:12][CH2:13][O:14][CH3:15])[C:5]2[O:6][CH2:7][O:8][C:4]=2[C:3]=1[NH:16][C:17]1[C:26]2[C:21](=[CH:22][C:23]([O:29][CH2:30][CH2:31][CH2:32][N:37]3[CH2:38][CH2:39][NH:34][C:35](=[O:40])[CH2:36]3)=[C:24]([O:27][CH3:28])[CH:25]=2)[N:20]=[CH:19][N:18]=1. Conditions: temperature 110 celsius. Isolated yield 71.7%. Product: ClC1=C(C2=C(OCO2)C(=C1)C#CCOC)NC1=NC=NC2=CC(=C(C=C12)OC)OCCCN1CC(NCC1)=O (4-{3-[(4-{[5-chloro-7-(3-methoxyprop-1-yn-1-yl)-1,3-benzodioxol-4-yl]amino}-6-methoxyquinazolin-7-yl)oxy]propyl}piperazin-2-one). The solvent is COCCO (2-methoxyethanol), ClCCl (dichloromethane). Starting materials: N1C(NCC1)=O (imidazolid-2-one), O1CCCC1 (tetrahydrofurane), C(C1=CC=CC=C1)(=O)Cl (benzoyl chloride), O1CCCC1 (tetrahydrofurane), C(=O)(O)[O-].[Na+] (NaHCO3). The solvent is C(Cl)(Cl)Cl (chloroform). Run at temperature 10 celsius, time 3 hour. The product is C(C1=CC=CC=C1)(=O)N1C(NCC1)=O (N-benzoyl-imidazolid-2-one). As a reaction SMILES: [NH:1]1[CH2:5][CH2:4][NH:3][C:2]1=[O:6].O1CCCC1.[C:12](Cl)(=[O:19])[C:13]1[CH:18]=[CH:17][CH:16]=[CH:15][CH:14]=1.C([O-])(O)=O.[Na+]>C(Cl)(Cl)Cl>[C:12]([N:1]1[CH2:5][CH2:4][NH:3][C:2]1=[O:6])(=[O:19])[C:13]1[CH:18]=[CH:17][CH:16]=[CH:15][CH:14]=1 |f:3.4|. Procedure: 8.6 parts by weight of imidazolid-2-one in 100 parts by volume of dry tetrahydrofurane were treated with 15.5 parts by weight of benzoyl chloride in 30 parts by volume of tetrahydrofurane over the course of 15 minutes, at 5°-10°C, and the mixture was subsequently stirred for 3 hours at 10°C. The solvent was stripped off, the residue was shaken with a mixture of chloroform and aqueous NaHCO3 solution for 15 minutes, the chloroform was separated off, the water was again extracted with chloroform a... Product: CC(=O)OCc1c(Br)cccc1-n1ccc2cc(N(C)C)ccc2c1=O. Reaction SMILES: [Br:15][c:16]1[c:17]([CH2:18][O:19][C:20]([CH3:21])=[O:22])[c:23]([Br:27])[cH:24][cH:25][cH:26]1.[C:29](=[O:30])([O-:31])[O-:32].[CH3:1][N:2]([c:3]1[cH:4][c:5]2[cH:6][cH:7][nH:8][c:9](=[O:13])[c:10]2[cH:11][cH:12]1)[CH3:14].[CH3:35][S:36]([CH3:37])=[O:38].[I-:28].[K+:33].[K+:34]>>[CH3:1][N:2]([c:3]1[cH:4][c:5]2[cH:6][cH:7][n:8](-[c:23]3[c:17]([CH2:18][O:19][C:20]([CH3:21])=[O:22])[c:16]([Br:15])[cH:26][cH:25][cH:24]3)[c:9](=[O:13])[c:10]2[cH:11][cH:12]1)[CH3:14]. Starting materials: CC(=O)OCc1c(Br)cccc1Br, O=C([O-])[O-], CN(C)c1ccc2c(=O)[nH]ccc2c1, CS(C)=O, [I-], [K+], [K+]. Reported procedure: By substituting this amide for the amide employed in Example 1, the corresponding 3,7-dichlorobenzo[b]thiophene-2-carbonitrile, m.p. 124°-128° C., was obtained. Treatment of this nitrile was methylhydrazine in dimethyl sulfoxide gave 5-chloro-1-methyl-1H-(1)-benzothieno[3,2-c]pyrazol-3-amine, m.p. 239°-241° C. Reaction of this amine with isobutyryl chloride followed by work up as described in Example 1 gave 2-methyl-N-(5-chloro-1-methyl-1H-(1)benzothieno[3,2-c]pyrazol-3-yl)-propanamide, m.p. 218... RXN SMILES: [Cl:1][C:2]1[C:7]2[S:8][C:9]3[C:13]([NH2:14])=[N:12][N:11]([CH3:15])[C:10]=3[C:6]=2[CH:5]=[CH:4][CH:3]=1.[C:16](Cl)(=[O:20])[CH:17]([CH3:19])[CH3:18]>>[CH3:18][CH:17]([CH3:19])[C:16]([NH:14][C:13]1[C:9]2[S:8][C:7]3[C:2]([Cl:1])=[CH:3][CH:4]=[CH:5][C:6]=3[C:10]=2[N:11]([CH3:15])[N:12]=1)=[O:20]. The product is CC(C(=O)NC=1C2=C(N(N1)C)C1=C(S2)C(=CC=C1)Cl)C (2-methyl-N-(5-chloro-1-methyl-1H-(1)benzothieno[3,2-c]pyrazol-3-yl)-propanamide). The reactants are ClC1=CC=CC2=C1SC1=C2N(N=C1N)C (5-chloro-1-methyl-1H-(1)-benzothieno[3,2-c]pyrazol-3-amine), C(C(C)C)(=O)Cl (isobutyryl chloride). Reactants: CC1(C)C2CCC(NS(=O)(=O)c3ccc(Br)cc3)C1C2, CCN(C(C)C)C(C)C, CN(C)C=O, C#CCCO. Yields the product CC1(C)C2CCC(NS(=O)(=O)c3ccc(C#CCCO)cc3)C1C2. Reaction SMILES: [Br:1][c:2]1[cH:3][cH:4][c:5]([S:8](=[O:9])(=[O:10])[NH:11][CH:12]2[CH:13]3[C:14]([CH3:19])([CH3:20])[CH:15]([CH2:16][CH2:17]2)[CH2:18]3)[cH:6][cH:7]1.[CH:31]([N:32]([CH2:33][CH3:34])[CH:35]([CH3:36])[CH3:37])([CH3:38])[CH3:39].[O:26]=[CH:27][N:28]([CH3:29])[CH3:30].[OH:21][CH2:22][CH2:23][C:24]#[CH:25]>>[c:2]1([C:25]#[C:24][CH2:23][CH2:22][OH:21])[cH:3][cH:4][c:5]([S:8](=[O:9])(=[O:10])[NH:11][CH:12]2[CH:13]3[C:14]([CH3:19])([CH3:20])[CH:15]([CH2:16][CH2:17]2)[CH2:18]3)[cH:6][cH:7]1. Starting materials: C(#N)C1=CC2=C(N(C(=N2)C(C2=C3C=CN(C3=C(C=C2OC)C)C(=O)OC(C)(C)C)NS(=O)C(C)(C)C)COCC[Si](C)(C)C)C=C1 ((±)-tert-butyl 4-((5-cyano-1-((2-(trimethylsilyl)ethoxy)methyl)-1H-benzo[d]imidazol-2-yl)(1,1-dimethylethylsulfinamido)methyl)-5-methoxy-7-methyl-1H-indole-1-carboxylate), C(#N)C=1C=CC2=C(N(C(=N2)C(C2=C3C=CN(C3=C(C=C2OC)C)C(=O)OC(C)(C)C)NS(=O)C(C)(C)C)COCC[Si](C)(C)C)C1 ((±)-tert-butyl 4-((6-cyano-1-((2-(trimethylsilyl)ethoxy)methyl)-1H-benzo[d]imidazol-2-yl)(1,1-dimethylethylsulfinamido)methyl)-5-methoxy-7-methyl-1H-indole-1-carboxylate). Product: NC(C1=NC2=C(N1)C=CC(=C2)C#N)C2=C1C=CNC1=C(C=C2OC)C ((±)-2-(Amino(5-methoxy-7-methyl-1H-indol-4-yl)methyl)-1H-benzo[d]imidazole-5-carbonitrile). As a reaction SMILES: [C:1]([C:3]1[CH:46]=[CH:45][C:6]2[N:7](COCC[Si](C)(C)C)[C:8]([CH:10]([NH:30]S(C(C)(C)C)=O)[C:11]3[C:19]([O:20][CH3:21])=[CH:18][C:17]([CH3:22])=[C:16]4[C:12]=3[CH:13]=[CH:14][N:15]4C(OC(C)(C)C)=O)=[N:9][C:5]=2[CH:4]=1)#[N:2].C(C1C=CC2N=C(C(NS(C(C)(C)C)=O)C3C(OC)=CC(C)=C4C=3C=CN4C(OC(C)(C)C)=O)N(COCC[Si](C)(C)C)C=2C=1)#N>>[NH2:30][CH:10]([C:11]1[C:19]([O:20][CH3:21])=[CH:18][C:17]([CH3:22])=[C:16]2[C:12]=1[CH:13]=[CH:14][NH:15]2)[C:8]1[NH:7][C:6]2[CH:45]=[CH:46][C:3]([C:1]#[N:2])=[CH:4][C:5]=2[N:9]=1. Procedure details: The title compound was synthesized from a mixture of (±)-tert-butyl 4-((5-cyano-1-((2-(trimethylsilyl)ethoxy)methyl)-1H-benzo[d]imidazol-2-yl)(1,1-dimethylethylsulfinamido)methyl)-5-methoxy-7-methyl-1H-indole-1-carboxylate and (±)-tert-butyl 4-((6-cyano-1-((2-(trimethylsilyl)ethoxy)methyl)-1H-benzo[d]imidazol-2-yl)(1,1-dimethylethylsulfinamido)methyl)-5-methoxy-7-methyl-1H-indole-1-carboxylate following the same procedure as described in Example 36-E. 1H NMR (400 MHz, DMSO-d6) δ ppm 10.91 (br. s...